From a dataset of the Open Reaction Database (ORD), a public repository of structured organic reaction records. describe an organic reaction: reactants, conditions, products, and yield Starting materials: N1=CC=CC=C1 (pyridine), COC(CCCCC=1OC=C(N1)C1=C(C=CC=C1)N)=O (5-[4-(2-amino-phenyl)-oxazol-2-yl]-pentanoic acid methyl ester), CS(=O)(=O)Cl (methanesulfonyl chloride). Solvent: C1CCOC1 (THF). Yields the product COC(CCCCC=1OC=C(N1)C1=C(C=CC=C1)NS(=O)(=O)C)=O (5-[4-(2-Methanesulfonylamino-phenyl)-oxazol-2-yl]-pentanoic acid methyl ester). As a reaction SMILES: [CH3:1][O:2][C:3](=[O:20])[CH2:4][CH2:5][CH2:6][CH2:7][C:8]1[O:9][CH:10]=[C:11]([C:13]2[CH:18]=[CH:17][CH:16]=[CH:15][C:14]=2[NH2:19])[N:12]=1.N1C=CC=CC=1.[CH3:27][S:28](Cl)(=[O:30])=[O:29]>C1COCC1>[CH3:1][O:2][C:3](=[O:20])[CH2:4][CH2:5][CH2:6][CH2:7][C:8]1[O:9][CH:10]=[C:11]([C:13]2[CH:18]=[CH:17][CH:16]=[CH:15][C:14]=2[NH:19][S:28]([CH3:27])(=[O:30])=[O:29])[N:12]=1. Procedure details: Dissolve 5-[4-(2-amino-phenyl)-oxazol-2-yl]-pentanoic acid methyl ester (2.18 g, 7.96 mmol) in THF (50 mL) and add pyridine (1.20 mL, 14.8 mmol). Add methanesulfonyl chloride (excess) and allow the mixture to stir at room temperature until reaction is complete. Concentrate the mixture and quench the residue with ice/aq NaHCO3 and extract with EtOAc. Dry the combined extracts over Na2SO4 and concentrate. Chromatograph the residue over silica gel (EtOAc/CH2Cl2) to allow for isolation of 5-[4-(2-me... Starting materials: CC#N, CO, CNCC(CC(=O)OC)Nc1ccc(C#N)c(Cl)c1, Cl, [K+], [K+], O=C([O-])[O-]. The product is CN1CC(Nc2ccc(C#N)c(Cl)c2)CC1=O. RXN SMILES: [CH3:27][C:28]#[N:29].[CH3:30][OH:31].[Cl:1][c:2]1[cH:3][c:4]([NH:10][CH:11]([CH2:12][C:13](=[O:14])[O:15][CH3:16])[CH2:17][NH:18][CH3:19])[cH:5][cH:6][c:7]1[C:8]#[N:9].[ClH:20].[K+:21].[K+:22].[O-:23][C:24]([O-:25])=[O:26]>>[Cl:1][c:2]1[cH:3][c:4]([NH:10][CH:11]2[CH2:12][C:13](=[O:14])[N:18]([CH3:19])[CH2:17]2)[cH:5][cH:6][c:7]1[C:8]#[N:9]. Starting materials: C1(C=2C(C(N1C1[C@@H]3N(C(=C(CS3)C)C(=O)OC(C)(C)C)C1=O)=O)=CC=CC2)=O (t-butyl 7-phthalimido-3-methyl-3-cephem-4-carboxylate), Na2S.9H2O, O1CCCC1 (tetrahydrofuran), solution. Product: C(=O)(O)C1=C(C(=O)NC2[C@@H]3N(C(=C(CS3)C)C(=O)OC(C)(C)C)C2=O)C=CC=C1 (t-Butyl 7-(2-carboxybenzamido)-3-methyl-3-cephem-4-carboxylate). Run in O (water), O (water). Procedure details: A solution of 800 mg. (2 mmol.) of t-butyl 7-phthalimido-3-methyl-3-cephem-4-carboxylate in 25 ml. of tetrahydrofuran and 8 ml. of water was cooled in an ice bath. To the solution 660 mg. of Na2S.9H2O were added, and the mixture was stirred and cooled for 10 min. At the end of this period 10 ml. of water were added, and the mixture was extracted with 40 ml. of ethyl acetate. The extract was discarded. The aqueous portion was acidified to pH 4.3 with 1N H2SO4 and then extracted with ethyl acetate... Reaction SMILES: [C:1]1(=[O:28])[N:5]([CH:6]2[C:21](=[O:22])[N:8]3[C:9]([C:14]([O:16][C:17]([CH3:20])([CH3:19])[CH3:18])=[O:15])=[C:10]([CH3:13])[CH2:11][S:12][C@H:7]23)[C:4](=[O:23])[C:3]2=[CH:24][CH:25]=[CH:26][CH:27]=[C:2]12.[O:29]1CCCC1>O>[C:4]([C:3]1[CH:24]=[CH:25][CH:26]=[CH:27][C:2]=1[C:1]([NH:5][CH:6]1[C:21](=[O:22])[N:8]2[C:9]([C:14]([O:16][C:17]([CH3:19])([CH3:20])[CH3:18])=[O:15])=[C:10]([CH3:13])[CH2:11][S:12][C@H:7]12)=[O:28])([OH:29])=[O:23]. The reactants are CON=C(c1cc(C)no1)c1ccccc1CO, O=S(Cl)Cl, c1ccccc1. Yields the product CON=C(c1cc(C)no1)c1ccccc1CCl. Reaction SMILES: [CH3:5][O:6][N:7]=[C:8]([c:9]1[c:10]([CH2:15][OH:16])[cH:11][cH:12][cH:13][cH:14]1)[c:17]1[cH:18][c:19]([CH3:22])[n:20][o:21]1.[S:1]([Cl:2])([Cl:3])=[O:4].[cH:23]1[cH:24][cH:25][cH:26][cH:27][cH:28]1>>[Cl:3][CH2:15][c:10]1[c:9]([C:8](=[N:7][O:6][CH3:5])[c:17]2[cH:18][c:19]([CH3:22])[n:20][o:21]2)[cH:14][cH:13][cH:12][cH:11]1. Reaction SMILES: C([O:3][C:4]([C:6]12[CH2:23][CH:22]1[CH:21]=[CH:20][CH2:19][CH2:18][CH2:17][CH2:16][N:15]([CH3:24])[C:14](=[O:25])[CH:13]1[CH:9]([CH2:10][CH:11]([O:26][C:27]3[CH:32]=[C:31]([C:33]([CH3:36])([CH3:35])[CH3:34])[N:30]=[C:29]([O:37][CH3:38])[N:28]=3)[CH2:12]1)[C:8](=[O:39])[NH:7]2)=[O:5])C.CO.[Li+].[OH-].C(O)(=O)CC(CC(O)=O)(C(O)=O)O>C1COCC1.O>[C:33]([C:31]1[N:30]=[C:29]([O:37][CH3:38])[N:28]=[C:27]([O:26][CH:11]2[CH2:10][CH:9]3[CH:13]([C:14](=[O:25])[N:15]([CH3:24])[CH2:16][CH2:17][CH2:18][CH2:19][CH:20]=[CH:21][CH:22]4[C:6]([C:4]([OH:5])=[O:3])([NH:7][C:8]3=[O:39])[CH2:23]4)[CH2:12]2)[CH:32]=1)([CH3:36])([CH3:34])[CH3:35] |f:2.3|. Reaction conditions: temperature 60 celsius. Procedure: Compound 3i (350 mg, 0.645 mmol) was dissolved in a 2:1:1 mixture of THF:MeOH:H2O (100 ml). LiOH (1 M, 6.5 ml) was added and the reaction mixture was stirred at 60° C. over night. The mixture was acidified by adding citric acid and then extracted three times with EtOAc. The combined organic layers were dried (MgSO4), filtered and evaporated. The afforded residue was purified by column chromatography (DCM/MeOH 98/2→94/6) which gave the title compound (320 mg, 97%), MS (M+H)+515. Yield: 96.4%. Yields the product C(C)(C)(C)C1=CC(=NC(=N1)OC)OC1CC2C(N(CCCCC=CC3CC3(NC(C2C1)=O)C(=O)O)C)=O (17-(6-tert-Butyl-2-methoxypyrimidin-4-yloxy)-13-methyl-2,14-dioxo-3,13-diaza-tricyclo[13.3.0.0*4,6*]octadec-7-ene-4-carboxylic acid). Solvent: C1CCOC1 (THF), O (H2O). Starting materials: CO (MeOH), C(CC(O)(C(=O)O)CC(=O)O)(=O)O (citric acid), C(C)OC(=O)C12NC(C3CC(CC3C(N(CCCCC=CC2C1)C)=O)OC1=NC(=NC(=C1)C(C)(C)C)OC)=O (17-(6-tert-Butyl-2-methoxypyrimidin-4-yloxy)-13-methyl-2,14-dioxo-3,13-diaza-tricyclo[13.3.0.0*4,6*]octadec-7-ene-4-carboxylic acid ethyl ester), [Li+].[OH-] (LiOH). Reactants: CO, COCc1cccc(C(=O)OC)c1, [Na+], C1CCOC1, [OH-]. Yields the product COCc1cccc(C(=O)O)c1. Reaction SMILES: [CH3:16][OH:17].[CH3:3][O:4][C:5]([c:6]1[cH:7][c:8]([CH2:12][O:13][CH3:14])[cH:9][cH:10][cH:11]1)=[O:15].[Na+:2].[O:18]1[CH2:19][CH2:20][CH2:21][CH2:22]1.[OH-:1]>>[O:4]=[C:5]([c:6]1[cH:7][c:8]([CH2:12][O:13][CH3:14])[cH:9][cH:10][cH:11]1)[OH:15]. Starting materials: CC(C)C1CC(=O)Nc2nc(Br)c3ncccc3c21, N#C[Cu], N. Product: CC(C)C1CC(=O)Nc2nc(C#N)c3ncccc3c21. RXN SMILES: [CH:1]([CH3:2])([CH3:3])[CH:4]1[c:5]2[c:6]3[c:7]([c:8]([Br:15])[n:9][c:10]2[NH:11][C:12](=[O:14])[CH2:13]1)[n:16][cH:17][cH:18][cH:19]3.[Cu:20][C:21]#[N:22].[NH3:23]>>[CH:1]([CH3:2])([CH3:3])[CH:4]1[c:5]2[c:6]3[c:7]([c:8]([C:21]#[N:22])[n:9][c:10]2[NH:11][C:12](=[O:14])[CH2:13]1)[n:16][cH:17][cH:18][cH:19]3. Yield: 81.1%. Reaction SMILES: [C:1](#[N:4])[CH:2]=[CH2:3].[C:5](O)([CH3:8])([CH3:7])[CH3:6].S(=O)(=O)(O)[OH:11]>C(O)(=O)C>[C:5]([NH:4][C:1](=[O:11])[CH:2]=[CH2:3])([CH3:8])([CH3:7])[CH3:6]. The reactants are ice water, C(C=C)#N (acrylonitrile), C(C)(C)(C)O (tert-butyl alcohol), S(O)(O)(=O)=O (sulfuric acid). Run in C(C)(=O)O (acetic acid). Yields the product C(C)(C)(C)NC(C=C)=O (N-tert-butylacrylamide). Procedure: To a solution of acrylonitrile (5.3 g), tert-butyl alcohol (7.4 g) and acetic acid (50 ml), cooled in an ice-bath, was added dropwise concentrated sulfuric acid (10.1 g, 97%) at a temperature below 40° C. The mixture was held at 40° C. for 1 hour and then poured into 200 g of ice water with constant stirring. The precipitate was filtered, washed with water and dried to afford N-tert-butylacrylamide (10.3 g, 82.4%); m.p. 124°-6° C. Reaction conditions: time 1 hour.